This data is from the Open Reaction Database (ORD), a public repository of structured organic reaction records. The task is: describe an organic reaction: reactants, conditions, products, and yield The reactants are [Si](C1=CC=CC=C1)(C1=CC=CC=C1)(C(C)(C)C)OC[C@H](CON1C2=NC(=NC(=C2N=C1)OC)N(C(=O)OC(C)(C)C)C(=O)OC(C)(C)C)SCP(=O)(OCC)OCC ((S)-9-[3-t-butyldiphenylsilyloxy-2-(diethoxyphosphorylmethylthio)propoxy]di-t-butoxycarbonylamino-6-methoxypurine), FC(C(=O)O)(F)F (trifluoroacetic acid), N (ammonia). Solvent: O (water). Conditions: time 3 hour. Product: ( R ), NC1=NC(=C2N=CN(C2=N1)OC[C@H](CO)SCP(=O)(OCC)OCC)OC ((S)-2-Amino-9-[2-(diethoxyphosphorylmethylthio)-3-hydroxypropoxy]-6-methoxypurine). Isolated yield 73.0%. Reaction SMILES: [Si]([O:18][CH2:19][C@@H:20]([S:49][CH2:50][P:51]([O:56][CH2:57][CH3:58])([O:53][CH2:54][CH3:55])=[O:52])[CH2:21][O:22][N:23]1[CH:31]=[N:30][C:29]2[C:24]1=[N:25][C:26]([N:34](C(OC(C)(C)C)=O)C(OC(C)(C)C)=O)=[N:27][C:28]=2[O:32][CH3:33])(C(C)(C)C)(C1C=CC=CC=1)C1C=CC=CC=1.FC(F)(F)C(O)=O.N>O>[NH2:34][C:26]1[N:25]=[C:24]2[C:29]([N:30]=[CH:31][N:23]2[O:22][CH2:21][C@@H:20]([S:49][CH2:50][P:51]([O:56][CH2:57][CH3:58])([O:53][CH2:54][CH3:55])=[O:52])[CH2:19][OH:18])=[C:28]([O:32][CH3:33])[N:27]=1. Procedure: (R)- or (S)-9-[3-t-butyldiphenylsilyloxy-2-(diethoxyphosphorylmethylthio)propoxy]di-t-butoxycarbonylamino-6-methoxypurine (0.45%, 0.52 mmol) was added to a mixture of water (1.5 ml) and trifluoroacetic acid (4.5 ml), and the mixture was stirred at room temperature for 3 hr. The solution was then treated with saturated ethanolic ammonia solution to bring the pH to 11. The solution was extracted with chloroform (3×50 ml) and the organic layers were combined and dried (MgSO4). After filtration and ...